This data is from the Open Reaction Database (ORD), a public repository of structured organic reaction records. The task is: describe an organic reaction: reactants, conditions, products, and yield The reactants are CC(=O)c1ccc(S(=O)(=O)Nc2cc(C)on2)cc1, Nc1ccc(F)cn1. The product is CC(=O)c1ccc(S(=O)(=O)Nc2ccc(F)cn2)cc1. As a reaction SMILES: [C:1]([CH3:2])(=[O:3])[c:4]1[cH:5][cH:6][c:7]([S:10](=[O:11])(=[O:12])[NH:13][c:14]2[cH:15][c:16]([CH3:17])[o:18][n:19]2)[cH:8][cH:9]1.[NH2:20][c:21]1[n:22][cH:23][c:24]([F:27])[cH:25][cH:26]1>>[C:1]([CH3:2])(=[O:3])[c:4]1[cH:5][cH:6][c:7]([S:10](=[O:11])(=[O:12])[NH:20][c:21]2[n:22][cH:23][c:24]([F:27])[cH:25][cH:26]2)[cH:8][cH:9]1. Reactants: Cc1ccccc1Br, Cn1cccc1C(=O)C1CC1, [Cl-], [Mg], [NH4+], C1CCOC1. Yields the product Cc1ccccc1C(O)(c1cccn1C)C1CC1. RXN SMILES: [Br:2][c:3]1[c:4]([CH3:9])[cH:5][cH:6][cH:7][cH:8]1.[CH:10]1([C:13](=[O:14])[c:15]2[n:16]([CH3:20])[cH:17][cH:18][cH:19]2)[CH2:11][CH2:12]1.[Cl-:21].[Mg:1].[NH4+:22].[O:23]1[CH2:24][CH2:25][CH2:26][CH2:27]1>>[c:3]1([C:13]([CH:10]2[CH2:11][CH2:12]2)([OH:14])[c:15]2[n:16]([CH3:20])[cH:17][cH:18][cH:19]2)[c:4]([CH3:9])[cH:5][cH:6][cH:7][cH:8]1.